This data is from the Open Reaction Database (ORD), a public repository of structured organic reaction records. The task is: describe an organic reaction: reactants, conditions, products, and yield The reactants are O1CCN(CC1)C=1C=2N(N=CC1)C(=C(N2)C#CC2=NC1=CC=CC=C1C=C2)C=2C=CC(=NC2)NC(OC(C)(C)C)=O (tert-Butyl 5-(8-morpholino-2-(2-(quinolin-2-yl)ethynyl)imidazo[1,2-b]pyridazin-3-yl)pyridin-2-ylcarbamate), [H-].[Na+] (sodium hydride), O (water), C(C)(C)(C)OC(=O)CC(=O)OC(C)(C)C (tert-butyl 2-(tert-butoxycarbonyl)acetate). Run in CN(C)C=O (DMF). Reaction conditions: time 30 minute. Product: C(C)(C)(C)OC(=O)N(CC(=O)OC(C)(C)C)C1=NC=C(C=C1)C1=C(N=C2N1N=CC=C2N2CCOCC2)C#CC2=NC1=CC=CC=C1C=C2 (tert-Butyl 2-(tert-butoxycarbonyl(5-(8-morpholino-2-(quinolin-2-ylethynyl)imidazo[1,2-b]pyridazin-3-yl)pyridin-2-yl)amino)acetate). As a reaction SMILES: [O:1]1[CH2:6][CH2:5][N:4]([C:7]2[C:8]3[N:9]([C:13]([C:28]4[CH:29]=[CH:30][C:31]([NH:34][C:35](=[O:41])[O:36][C:37]([CH3:40])([CH3:39])[CH3:38])=[N:32][CH:33]=4)=[C:14]([C:16]#[C:17][C:18]4[CH:27]=[CH:26][C:25]5[C:20](=[CH:21][CH:22]=[CH:23][CH:24]=5)[N:19]=4)[N:15]=3)[N:10]=[CH:11][CH:12]=2)[CH2:3][CH2:2]1.[H-].[Na+].[C:44]([O:48][C:49]([CH2:51]C(OC(C)(C)C)=O)=[O:50])([CH3:47])([CH3:46])[CH3:45].O>CN(C=O)C>[C:37]([O:36][C:35]([N:34]([C:31]1[CH:30]=[CH:29][C:28]([C:13]2[N:9]3[N:10]=[CH:11][CH:12]=[C:7]([N:4]4[CH2:5][CH2:6][O:1][CH2:2][CH2:3]4)[C:8]3=[N:15][C:14]=2[C:16]#[C:17][C:18]2[CH:27]=[CH:26][C:25]3[C:20](=[CH:21][CH:22]=[CH:23][CH:24]=3)[N:19]=2)=[CH:33][N:32]=1)[CH2:51][C:49]([O:48][C:44]([CH3:47])([CH3:46])[CH3:45])=[O:50])=[O:41])([CH3:38])([CH3:40])[CH3:39] |f:1.2|. Procedure details: To a solution of compound 38a (1.0 g, 1.7 mmol) in DMF (20 mL), was added sodium hydride (60%, 0.11 g, 2.7 mmol) in portions at 0° C. The resulting mixture was stirred at rt for 30 min, and treated with tert-butyl 2-(tert-butoxycarbonyl)acetate (0.53 g, 2.7 mmol). The resulting mixture was stirred at rt for 4 h, and treated with water (100 mL). The solids formed were collected by filtration, washed with Et2O (2×50 mL), and further purified by flash column chromatography on silica gel (ethyl acet... Starting materials: ClC(C(F)I)(F)F (1-chloro-2-iodo-1,1,2-trifluoroethane), C(C=C)(=O)OCC (ethyl acrylate), ClC(C(Cl)(F)F)(Cl)F (1,1,2-trichlorotrifluoroethane). Conditions: time 25 hour. Product: IC(C(=O)OCC)CC(C(Cl)(F)F)F (ethyl 2-iodo-4,5,5-trifluoro-5-chloropentanoate). RXN SMILES: ClC(F)(F)C([I:5])F.[C:8]([O:12][CH2:13][CH3:14])(=[O:11])[CH:9]=[CH2:10].Cl[C:16]([F:22])(Cl)[C:17]([F:20])([F:19])[Cl:18]>>[I:5][CH:9]([CH2:10][CH:16]([F:22])[C:17]([F:20])([F:19])[Cl:18])[C:8]([O:12][CH2:13][CH3:14])=[O:11]. Reported procedure: In a transparent quartz tube having an inner volume of 300 ml, 48 g (0.20 mol) of 1-chloro-2-iodo-1,1,2-trifluoroethane and 26 g (0.24 mol) of ethyl acrylate were placed in conjunction with 100 ml of 1,1,2-trichlorotrifluoroethane and were exposed to an ulraviolet ray issuing from a spiral light source for 25 hours. After this irradiation, the solvent trichlorotrifluoroethane was expelled from the resultant mixture by distillation under normal pressure and, subsequently, the unaltered reactants ... Reaction SMILES: [Br:8][c:9]1[cH:10][n:11][cH:12][c:13]([Br:14])[cH:15]1.[CH3:1][O:2][CH2:3][CH2:4][OH:5].[H-:7].[Na+:6].[O:16]=[CH:17][N:18]([CH3:19])[CH3:20]>>[CH3:1][O:2][CH2:3][CH2:4][O:5][c:9]1[cH:10][n:11][cH:12][c:13]([Br:14])[cH:15]1. Reactants: Brc1cncc(Br)c1, COCCO, [H-], [Na+], CN(C)C=O. Yields the product COCCOc1cncc(Br)c1. Starting materials: ClCCl, S=C=Nc1ccccc1, c1cc(N2CCC(COc3ccc4c(c3)CNCC4)CC2)ccn1. Product: S=C(Nc1ccccc1)N1CCc2ccc(OCC3CCN(c4ccncc4)CC3)cc2C1. RXN SMILES: [CH2:34]([Cl:35])[Cl:36].[c:25]1([N:31]=[C:32]=[S:33])[cH:26][cH:27][cH:28][cH:29][cH:30]1.[n:1]1[cH:2][cH:3][c:4]([N:7]2[CH2:8][CH2:9][CH:10]([CH2:13][O:14][c:15]3[cH:16][cH:17][c:18]4[c:23]([cH:24]3)[CH2:22][NH:21][CH2:20][CH2:19]4)[CH2:11][CH2:12]2)[cH:5][cH:6]1>>[n:1]1[cH:2][cH:3][c:4]([N:7]2[CH2:8][CH2:9][CH:10]([CH2:13][O:14][c:15]3[cH:16][cH:17][c:18]4[c:23]([cH:24]3)[CH2:22][N:21]([C:32]([NH:31][c:25]3[cH:26][cH:27][cH:28][cH:29][cH:30]3)=[S:33])[CH2:20][CH2:19]4)[CH2:11][CH2:12]2)[cH:5][cH:6]1. The reactants are C(C)(=O)O (Acetic acid), O[C@H](C)[C@@H]1[C@@H]2N(C(=C([C@@H]2C)C2=CN3C(S2)=C(N=C3)C(CC)=O)C(=O)[O-])C1=O.[Na+] (Sodium(1S,5R,6S)-6-((1R)-1-hydroxyethyl)-1-methyl-2-(7-propionylimidazo[5,1-b]thiazol-2-yl)-1-carbapen-2-em-3-carboxylate), M-tetra-n-butylammonium fluoride THF, [Si](C)(C)(C(C)(C)C)NS(=O)(=O)C=1N=CN2C1SC(=C2)C=2[C@@H]([C@H]1N(C2C(=O)OCC2=CC=C(C=C2)[N+](=O)[O-])C([C@@H]1[C@@H](C)O)=O)C (4-nitrobenzyl(1S,5R,6S)-2-(7-t-butyldimethylsilylsulfamoylimidazo-[5,1-b]thiazol-2-yl)-6-((1R)-1-hydroxyethyl)-1-methyl-1-carbapen-2-em-3-carboxylate), C(O)([O-])=O.[Na+] (sodium hydrogencarbonate). Solvent: C1CCOC1 (THF). Reaction conditions: time 3 hour. Yields the product O[C@H](C)[C@@H]1[C@@H]2N(C(=C([C@@H]2C)C2=CN3C(S2)=C(N=C3)S(N)(=O)=O)C(=O)OCC3=CC=C(C=C3)[N+](=O)[O-])C1=O (4-nitrobenzyl(1S,5R,6S)-6-((1R)-1-hydroxyethyl)-1-methyl-2-(7-sulfamoylimidazo[5,1-b]thiazol-2-yl)-1-carbapen-2-em-3-carboxylate). RXN SMILES: C(O)(=O)C.O[C@@H]([C@H]1C(=O)N2C(C([O-])=O)=C(C3SC4=C(C(=O)CC)N=CN4C=3)[C@H](C)[C@H]12)C.[Na+].[Si]([NH:40][S:41]([C:44]1[N:45]=[CH:46][N:47]2[CH:51]=[C:50]([C:52]3[C@H:53]([CH3:76])[C@@H:54]4[C@@H:71]([C@H:72]([OH:74])[CH3:73])[C:70](=[O:75])[N:55]4[C:56]=3[C:57]([O:59][CH2:60][C:61]3[CH:66]=[CH:65][C:64]([N+:67]([O-:69])=[O:68])=[CH:63][CH:62]=3)=[O:58])[S:49][C:48]=12)(=[O:43])=[O:42])(C(C)(C)C)(C)C.C(=O)([O-])O.[Na+]>C1COCC1>[OH:74][C@@H:72]([C@H:71]1[C:70](=[O:75])[N:55]2[C:56]([C:57]([O:59][CH2:60][C:61]3[CH:62]=[CH:63][C:64]([N+:67]([O-:69])=[O:68])=[CH:65][CH:66]=3)=[O:58])=[C:52]([C:50]3[S:49][C:48]4=[C:44]([S:41](=[O:43])(=[O:42])[NH2:40])[N:45]=[CH:46][N:47]4[CH:51]=3)[C@H:53]([CH3:76])[C@H:54]12)[CH3:73] |f:1.2,4.5|. Reported procedure: Acetic acid (0.26 ml) and 1.5 ml of a 1 M-tetra-n-butylammonium fluoride/THF solution were added under ice cooling to a solution of 197 mg of 4-nitrobenzyl(1S,5R,6S)-2-(7-t-butyldimethylsilylsulfamoylimidazo-[5,1-b]thiazol-2-yl)-6-((1R)-1-hydroxyethyl)-1-methyl-1-carbapen-2-em-3-carboxylate in 6 ml of THF. The solution was stirred at room temperature for 3 hr. The reaction mixture was added to an aqueous sodium hydrogencarbonate solution, followed by extraction with dichloromethane. The organic ...